This data is from the Open Reaction Database (ORD), a public repository of structured organic reaction records. The task is: describe an organic reaction: reactants, conditions, products, and yield Reactants: C[Al](C)C, COC(=O)c1ccc(C2OCC(SC(C)C(O)(Cn3cncn3)c3ccc(F)cc3F)CO2)c(F)c1, N#Cc1ccc(N)cc1. Yields the product CC(SC1COC(c2ccc(C(=O)Nc3ccc(C#N)cc3)cc2F)OC1)C(O)(Cn1cncn1)c1ccc(F)cc1F. Reaction SMILES: [CH3:10][Al:11]([CH3:12])[CH3:13].[F:14][c:15]1[c:16]([C:22]([CH:23]([CH3:24])[S:25][CH:26]2[CH2:27][O:28][CH:29]([c:32]3[c:33]([F:42])[cH:34][c:35]([C:36](=[O:37])[O:38][CH3:39])[cH:40][cH:41]3)[O:30][CH2:31]2)([CH2:43][n:44]2[n:45][cH:46][n:47][cH:48]2)[OH:49])[cH:17][cH:18][c:19]([F:21])[cH:20]1.[NH2:1][c:2]1[cH:3][cH:4][c:5]([C:6]#[N:7])[cH:8][cH:9]1>>[NH:1]([c:2]1[cH:3][cH:4][c:5]([C:6]#[N:7])[cH:8][cH:9]1)[C:36]([c:35]1[cH:34][c:33]([F:42])[c:32]([CH:29]2[O:28][CH2:27][CH:26]([S:25][CH:23]([C:22]([c:16]3[c:15]([F:14])[cH:20][c:19]([F:21])[cH:18][cH:17]3)([CH2:43][n:44]3[n:45][cH:46][n:47][cH:48]3)[OH:49])[CH3:24])[CH2:31][O:30]2)[cH:41][cH:40]1)=[O:37]. Starting materials: CC#N, O=C(OO)c1cccc(Cl)c1, c1ccc(CCc2cc3cccnc3[nH]2)cc1. Product: [O-][n+]1cccc2cc(CCc3ccccc3)[nH]c21. Reaction SMILES: [CH3:29][C:30]#[N:31].[Cl:18][c:19]1[cH:20][cH:21][cH:22][c:23]([C:24]([O:25][OH:27])=[O:26])[cH:28]1.[c:1]1([CH2:7][CH2:8][c:9]2[cH:10][c:11]3[c:12]([n:13][cH:14][cH:15][cH:16]3)[nH:17]2)[cH:2][cH:3][cH:4][cH:5][cH:6]1>>[c:1]1([CH2:7][CH2:8][c:9]2[cH:10][c:11]3[c:12]([n+:13]([O-:26])[cH:14][cH:15][cH:16]3)[nH:17]2)[cH:2][cH:3][cH:4][cH:5][cH:6]1.